This data is from the Open Reaction Database (ORD), a public repository of structured organic reaction records. The task is: describe an organic reaction: reactants, conditions, products, and yield Reactants: N1=CC=CC=C1 (pyridine), OS(=O)(=O)C(F)(F)F.N1=CC=C(C=C1)CS(=O)(=O)Cl (4-pyridylmethanesulfonyl chloride triflate), N#CN (cyanamide). The solvent is C(C)#N (acetonitrile), C(C)#N (acetonitrile), C(C)#N (acetonitrile). Conditions: temperature -20 celsius, time 3 hour. The product is C(#N)NS(=O)(=O)CC1=CC=NC=C1 (N-Cyano-4-pyridylmethanesulfonamide). Yield: 66.1%. As a reaction SMILES: [N:1]#[C:2][NH2:3].N1C=CC=CC=1.OS(C(F)(F)F)(=O)=O.[N:18]1[CH:23]=[CH:22][C:21]([CH2:24][S:25](Cl)(=[O:27])=[O:26])=[CH:20][CH:19]=1>C(#N)C>[C:2]([NH:3][S:25]([CH2:24][C:21]1[CH:22]=[CH:23][N:18]=[CH:19][CH:20]=1)(=[O:27])=[O:26])#[N:1] |f:2.3|. Procedure: Anhydrous cyanamide (32 g, 0.76 mol) was dissolved in acetonitrile (600 ml) in a 2 l, 3-necked flask equipped with a mechanical stirrer, drying tube, and two dropping funnels. The solution was cooled in a 1:1 ethanol-water bath that was maintained at -20° C. by the addition of dry ice. Solutions of pyridine (57 g, 0.72 mol) in acetonitrile (70 ml) and of 4-pyridylmethanesulfonyl chloride triflate (130 g, 0.38 mol) in acetonitrile (200 ml) were added simultaneously at such a rate that the additio... Solvent: ClCCl (dichloromethane). Reaction SMILES: [OH:1]/[N:2]=[C:3](/[C:5]1[CH:6]=[CH:7][C:8]([NH:11][C:12](=[O:19])[CH2:13][CH2:14][C:15]([O:17][CH3:18])=[O:16])=[N:9][CH:10]=1)\[NH2:4].[C:20](OC(=O)C)(=[O:22])[CH3:21]>ClCCl>[C:20]([O:1]/[N:2]=[C:3](/[C:5]1[CH:6]=[CH:7][C:8]([NH:11][C:12](=[O:19])[CH2:13][CH2:14][C:15]([O:17][CH3:18])=[O:16])=[N:9][CH:10]=1)\[NH2:4])(=[O:22])[CH3:21]. Product: C(C)(=O)O\N=C(/N)\C=1C=CC(=NC1)NC(CCC(=O)OC)=O (methyl 4-[[5-[(Z)—N′-acetoxycarbamimidoyl]-2-pyridyl]amino]-4-oxo-butanoate). Reported procedure: To a suspension of methyl 4-[[5-[(Z)—N′-hydroxycarbamimidoyl]-2-pyridyl]amino]-4-oxo-butanoate (obtained as described in step 1, 0.15 g, 0.56 mmol, 1 equiv.) in dichloromethane (30 mL) was added acetic anhydride (1.98 mL, 20.3 mmol, 36 equiv.). The mixture was stirred for 5 days, before concentration under vacuum giving methyl 4-[[5-[(Z)—N′-acetoxycarbamimidoyl]-2-pyridyl]amino]-4-oxo-butanoate which is used in the next step without extra purification. Run at time 5 day. The reactants are O\N=C(/N)\C=1C=CC(=NC1)NC(CCC(=O)OC)=O (methyl 4-[[5-[(Z)—N′-hydroxycarbamimidoyl]-2-pyridyl]amino]-4-oxo-butanoate), C(C)(=O)OC(C)=O (acetic anhydride).